Task: describe an organic reaction: reactants, conditions, products, and yield. Dataset: the Open Reaction Database (ORD), a public repository of structured organic reaction records Starting materials: [Br-], [Br-], O=Cc1cc(Br)cs1, CCCCC[P+](c1ccccc1)(c1ccccc1)c1ccccc1, C1CCOC1, CCCC[O-], [K], [PH4+]. The product is CCCCC=Cc1cc(Br)cs1. Reaction SMILES: [Br-:1].[Br-:40].[Br:32][c:33]1[cH:34][c:35]([CH:38]=[O:39])[s:36][cH:37]1.[CH2:2]([CH2:3][CH2:4][CH2:5][CH3:6])[P+:7]([c:8]1[cH:9][cH:10][cH:11][cH:12][cH:13]1)([c:14]1[cH:15][cH:16][cH:17][cH:18][cH:19]1)[c:20]1[cH:21][cH:22][cH:23][cH:24][cH:25]1.[CH2:42]1[O:43][CH2:44][CH2:45][CH2:46]1.[CH3:27][CH2:28][CH2:29][CH2:30][O-:31].[K:26].[PH4+:41]>>[CH:2]([CH2:3][CH2:4][CH2:5][CH3:6])=[CH:38][c:35]1[cH:34][c:33]([Br:32])[cH:37][s:36]1. Starting materials: C(C)(=O)Cl (acetyl chloride), C=1C=CC2=C(C1)C[C@@H](C=3C=CC=CC3N2C(=O)N)O (eslicarbazepine), N1=CC=CC=C1 (pyridine), CN(C)C1=NC=CC=C1 (dimethylaminopyridine). Run in ClCCl (dichloromethane), ClCCl (dichloromethane), C(C)(=O)OCC (ethyl acetate). Conditions: temperature 37.5 celsius, time 5.5 hour. The product is CC(=O)O[C@H]1CC=2C=CC=CC2N(C3=C1C=CC=C3)C(=O)N (Eslicarbazapine Acetate). RXN SMILES: [CH:1]1[CH:2]=[CH:3][C:4]2[N:15]([C:16]([NH2:18])=[O:17])[C:14]3[CH:13]=[CH:12][CH:11]=[CH:10][C:9]=3[C@@H:8]([OH:19])[CH2:7][C:5]=2[CH:6]=1.N1C=CC=CC=1.CN(C1C=CC=CN=1)C.[C:35](Cl)(=[O:37])[CH3:36]>ClCCl.C(OCC)(=O)C>[CH3:36][C:35]([O:19][C@@H:8]1[C:9]2[CH:10]=[CH:11][CH:12]=[CH:13][C:14]=2[N:15]([C:16]([NH2:18])=[O:17])[C:4]2[CH:3]=[CH:2][CH:1]=[CH:6][C:5]=2[CH2:7]1)=[O:37]. Procedure: A solution of eslicarbazepine (15.0 gm), pyridine (8 mL), dimethylaminopyridine (0.17 gm) in dichloromethane (150 mL) was cooled to 5-10° C. Added acetyl chloride (7.6 mL) at about 5-10° C. followed by stirring at 35-40° C. for about 5-6 h. Washed the reaction mass with 0.5N HCl solution (45 mL) and followed by washing the organic layer with water (100 mL). Distilled out the solvent completely under vacuum to obtain crude eslicarbazepine acetate. The residue was dissolved in a mixture (60 mL) of... Reaction SMILES: [CH3:1][S:2]([OH:3])(=[O:4])=[O:5].[CH3:47][CH:48]([CH3:49])[CH2:50][C:51](=[O:52])[CH3:53].[F:20][c:21]1[cH:22][cH:23][c:24]([CH:27]([N:28]2[CH2:29][CH2:30][NH:31][CH2:32][CH2:33]2)[c:34]2[cH:35][cH:36][c:37]([F:40])[cH:38][cH:39]2)[cH:25][cH:26]1.[Na+:41].[Na+:42].[O-:43][C:44](=[O:45])[O-:46].[OH2:54].[OH:6][CH2:7][CH2:8][CH2:9][n:10]1[c:11](=[O:19])[nH:12][c:13]2[c:14]1[cH:15][cH:16][cH:17][cH:18]2>>[CH2:7]([CH2:8][CH2:9][n:10]1[c:11](=[O:19])[nH:12][c:13]2[c:14]1[cH:15][cH:16][cH:17][cH:18]2)[N:31]1[CH2:30][CH2:29][N:28]([CH:27]([c:24]2[cH:23][cH:22][c:21]([F:20])[cH:26][cH:25]2)[c:34]2[cH:35][cH:36][c:37]([F:40])[cH:38][cH:39]2)[CH2:33][CH2:32]1. Starting materials: CS(=O)(=O)O, CC(=O)CC(C)C, Fc1ccc(C(c2ccc(F)cc2)N2CCNCC2)cc1, [Na+], [Na+], O=C([O-])[O-], O, O=c1[nH]c2ccccc2n1CCCO. Yields the product O=c1[nH]c2ccccc2n1CCCN1CCN(C(c2ccc(F)cc2)c2ccc(F)cc2)CC1. The reactants are FC1=CC=C(COC2=CC=C(C=C2)CCC=CC(C)=O)C=C1 (6-[p-(p-fluorobenzyloxy)phenyl]-3-hexen-2-one), BrCC(=O)OCC (ethyl bromoacetate). Reagents/catalysts: [Zn] (zinc). The product is OC(CC(=O)OCC)(C=CCCC1=CC=C(C=C1)OCC1=CC=C(C=C1)F)C (ethyl 3-hydroxy-3-methyl-7-[p-(p-fluorobenzyloxy)phenyl]-4-heptenoate). The yield is 94.4%. As a reaction SMILES: [F:1][C:2]1[CH:22]=[CH:21][C:5]([CH2:6][O:7][C:8]2[CH:13]=[CH:12][C:11]([CH2:14][CH2:15][CH:16]=[CH:17][C:18](=[O:20])[CH3:19])=[CH:10][CH:9]=2)=[CH:4][CH:3]=1.Br[CH2:24][C:25]([O:27][CH2:28][CH3:29])=[O:26]>[Zn]>[OH:20][C:18]([CH3:19])([CH:17]=[CH:16][CH2:15][CH2:14][C:11]1[CH:12]=[CH:13][C:8]([O:7][CH2:6][C:5]2[CH:21]=[CH:22][C:2]([F:1])=[CH:3][CH:4]=2)=[CH:9][CH:10]=1)[CH2:24][C:25]([O:27][CH2:28][CH3:29])=[O:26]. Procedure: Using 900 mg of 6-[p-(p-fluorobenzyloxy)phenyl]-3-hexen-2-one, 660 mg of ethyl bromoacetate and 260 mg of zinc, the reaction and the purification of the product were carried out according to the method described in Example 1 (a) affording 1.10 g of ethyl 3-hydroxy-3-methyl-7-[p-(p-fluorobenzyloxy)phenyl]-4-heptenoate. The reactants are CC1=NC=2N(N=C1)C(=CN2)C=2C=C(C=CC2)C=2C(=CC=CC2)C#N (3′-(3-Methylimidazo[1,2-b][1,2,4]triazin-7-yl)biphenyl-2-carbonitrile), C(Cl)Cl.CCOC(=O)C.CCCC(C)C (CH2Cl2 EtOAc isohexane). The product is CC=1C=NC=2N(N1)C(=CN2)C=2C=C(C=CC2)C=2C(=CC=CC2)C#N (3′-(2-Methylimidazo[1,2-b][1,2,4]triazin-7-yl)biphenyl-2-carbonitrile). As a reaction SMILES: C[C:2]1[CH:7]=[N:6][N:5]2[C:8]([C:11]3[CH:12]=[C:13]([C:17]4[C:18]([C:23]#[N:24])=[CH:19][CH:20]=[CH:21][CH:22]=4)[CH:14]=[CH:15][CH:16]=3)=[CH:9][N:10]=[C:4]2[N:3]=1.[CH2:25](Cl)Cl.CCOC(C)=O.CCCC(C)C>>[CH3:25][C:7]1[CH:2]=[N:3][C:4]2[N:5]([C:8]([C:11]3[CH:12]=[C:13]([C:17]4[C:18]([C:23]#[N:24])=[CH:19][CH:20]=[CH:21][CH:22]=4)[CH:14]=[CH:15][CH:16]=3)=[CH:9][N:10]=2)[N:6]=1 |f:1.2.3|. Reported procedure: 1H NMR (400 MHz, CDCl3) δ 2.72 (3H, s), 7.50 (1H, td, J 7.6, 1.3 Hz), 7.59-7.67 (3H, m), 7.70 (1H, td, J 7.7, 1.4 Hz), 7.82 (1H, dd, J 7.8, 1.0 Hz), 8.14 (1H, dt, J 7.6, 1.6 Hz), 8.29 (2H, m), 8.37 (1H, s); MS (ES+) m/z 312 [M+H]+. 3′-(3-Methylimidazo[1,2-b][1,2,4]triazin-7-yl)biphenyl-2-carbonitrile: mp 211-216° C. (CH2Cl2-EtOAc-isohexane); 1H NMR (400 MHz, CDCl3) δ 2.73 (3H, s), 7.50 (1H, td, J 7.6, 1.3 Hz), 7.59-7.66 (3H, m), 7.70 (1H, td, J 7.7, 1.4 Hz), 7.82 (1H, dd, J 7.8, 1.4 Hz), 8.10 (1... Reactants: BrCc1ccc(Br)nc1, O=C([O-])[O-], CCCc1cc(C(=O)OCC)[nH]n1, CCOCC, [K+], [K+], [Na+], O=C([O-])O, CN(C)C=O. Yields the product CCCc1cc(C(=O)OCC)nn1Cc1ccc(Br)nc1. Reaction SMILES: [Br:14][c:15]1[n:16][cH:17][c:18]([CH2:21][Br:22])[cH:19][cH:20]1.[C:23](=[O:24])([O-:25])[O-:26].[CH2:1]([CH2:2][CH3:3])[c:4]1[n:5][nH:6][c:7]([C:9](=[O:10])[O:11][CH2:12][CH3:13])[cH:8]1.[CH3:39][CH2:40][O:41][CH2:42][CH3:43].[K+:27].[K+:28].[Na+:38].[O-:34][C:35]([OH:36])=[O:37].[O:29]=[CH:30][N:31]([CH3:32])[CH3:33]>>[CH2:1]([CH2:2][CH3:3])[c:4]1[n:5]([CH2:21][c:18]2[cH:17][n:16][c:15]([Br:14])[cH:20][cH:19]2)[n:6][c:7]([C:9](=[O:10])[O:11][CH2:12][CH3:13])[cH:8]1. The reactants are C(=O)(O)CC1=C(C(=O)O)C=CC(=C1)OCC1=CC=C(C=C1)F (2-Carboxymethyl-4-(4-fluoro-benzyloxy)-benzoic acid), C(C)(=O)Cl (acetylchloride). The product is FC1=CC=C(COC=2C=C3CC(OC(C3=CC2)=O)=O)C=C1 (6-(4-Fluoro-benzyloxy)-isochroman-1,3-dione). Reaction SMILES: [C:1]([CH2:4][C:5]1[CH:13]=[C:12]([O:14][CH2:15][C:16]2[CH:21]=[CH:20][C:19]([F:22])=[CH:18][CH:17]=2)[CH:11]=[CH:10][C:6]=1[C:7]([OH:9])=[O:8])(O)=[O:2].C(Cl)(=O)C>>[F:22][C:19]1[CH:20]=[CH:21][C:16]([CH2:15][O:14][C:12]2[CH:13]=[C:5]3[C:6](=[CH:10][CH:11]=2)[C:7](=[O:9])[O:8][C:1](=[O:2])[CH2:4]3)=[CH:17][CH:18]=1. Reported procedure: The 2-Carboxymethyl-4-(4-fluoro-benzyloxy)-benzoic acid (3.4 g, 11.1 mmol) is suspended in acetylchloride (23.8 mL, 33.5 mmol) and refluxed for 4 h. Then the light brown precipitate is filtered off and washed with ether. The mother liquid is concentrated and suspended in cold diethylether and the rest of the compound is filtered again (2.85 g, 90%). MS: m/e=286.1 (M+).